From a dataset of the Open Reaction Database (ORD), a public repository of structured organic reaction records. describe an organic reaction: reactants, conditions, products, and yield Reactants: COC(C=CC=1N(C(C2=CC=C(C=C2C1C1=CC=CC=C1)Br)=O)CC1=CC2=C(OCO2)C=C1)=O (3-[2-(benzo[1,3]dioxol-5-ylmethyl)-6-bromo-1-oxo-4-phenyl-1,2-dihydroisoquinolin-3-yl]acrylic acid methyl ester), CO (methanol). The reagents and catalysts are [Ni] (Raney-nickel). Run in C1CCOC1 (THF). Run at time 3 hour. Yields the product COC(CCC=1N(C(C2=CC=CC=C2C1C1=CC=CC=C1)=O)CC1=CC2=C(OCO2)C=C1)=O (3-[2-(benzo [1,3]dioxol-5-ylmethyl)-1-oxo-4-phenyl-1,2-dihydroisoquinolin-3-yl]propionic acid methyl ester). The yield is 64.6%. As a reaction SMILES: [CH3:1][O:2][C:3](=[O:34])[CH:4]=[CH:5][C:6]1[N:7]([CH2:24][C:25]2[CH:33]=[CH:32][C:28]3[O:29][CH2:30][O:31][C:27]=3[CH:26]=2)[C:8](=[O:23])[C:9]2[C:14]([C:15]=1[C:16]1[CH:21]=[CH:20][CH:19]=[CH:18][CH:17]=1)=[CH:13][C:12](Br)=[CH:11][CH:10]=2.CO>[Ni].C1COCC1>[CH3:1][O:2][C:3](=[O:34])[CH2:4][CH2:5][C:6]1[N:7]([CH2:24][C:25]2[CH:33]=[CH:32][C:28]3[O:29][CH2:30][O:31][C:27]=3[CH:26]=2)[C:8](=[O:23])[C:9]2[C:14]([C:15]=1[C:16]1[CH:17]=[CH:18][CH:19]=[CH:20][CH:21]=1)=[CH:13][CH:12]=[CH:11][CH:10]=2. Procedure: A mixture of 3-[2-(benzo[1,3]dioxol-5-ylmethyl)-6-bromo-1-oxo-4-phenyl-1,2-dihydroisoquinolin-3-yl]acrylic acid methyl ester (100 mg), Raney-nickel (suitable amount), methanol (2.0 ml) and THF (2.0 ml) was stirred at room temperature under a hydrogen atmosphere for 3 hrs. The catalyst was removed by filtration, and the filtrate was concentrated under reduced pressure. The residue was purified by medium pressure preparative LC (hexane/ethyl acetate=9/1-1/1) to give the title compound (55 mg) as a...